This data is from the Open Reaction Database (ORD), a public repository of structured organic reaction records. The task is: describe an organic reaction: reactants, conditions, products, and yield Starting materials: Nc1ccc(C(=O)C2CCCCC2)cc1N, CC(C)S(=O)(=O)Cl, ClCCl, Cl, c1ccncc1. RXN SMILES: [CH:1]1([C:7](=[O:8])[c:9]2[cH:10][c:11]([NH2:16])[c:12]([NH2:15])[cH:13][cH:14]2)[CH2:2][CH2:3][CH2:4][CH2:5][CH2:6]1.[CH:20]([CH3:21])([CH3:22])[S:23](=[O:24])(=[O:25])[Cl:26].[Cl:17][CH2:18][Cl:19].[ClH:27].[cH:28]1[cH:29][cH:30][n:31][cH:32][cH:33]1>>[CH:1]1([C:7](=[O:8])[c:9]2[cH:10][c:11]([NH:16][S:23]([CH:20]([CH3:21])[CH3:22])(=[O:24])=[O:25])[c:12]([NH2:15])[cH:13][cH:14]2)[CH2:2][CH2:3][CH2:4][CH2:5][CH2:6]1. The product is CC(C)S(=O)(=O)Nc1cc(C(=O)C2CCCCC2)ccc1N. Reactants: C(OC)Cl (MOMCl), IC1=C(C(=NC(=C1)[Si](C)(C)C)OC)CO ([4-Iodo-2-methoxy-6-(trimethylsilanyl)pyridin-3-yl]methanol), C(C)N(C(C)C)C(C)C (iPr2EtN). The solvent is C(Cl)Cl (CH2Cl2). Conditions: time 8 hour. Product: IC1=C(C(=NC(=C1)[Si](C)(C)C)OC)COCOC (4-Iodo-2-methoxy-3-methoxymethoxymethyl-6-(trimethylsilanyl)pyridine). Yield: 88.4%. Reaction SMILES: [CH2:1](Cl)[O:2][CH3:3].[I:5][C:6]1[CH:11]=[C:10]([Si:12]([CH3:15])([CH3:14])[CH3:13])[N:9]=[C:8]([O:16][CH3:17])[C:7]=1[CH2:18][OH:19].C(N(C(C)C)C(C)C)C>C(Cl)Cl>[I:5][C:6]1[CH:11]=[C:10]([Si:12]([CH3:14])([CH3:13])[CH3:15])[N:9]=[C:8]([O:16][CH3:17])[C:7]=1[CH2:18][O:19][CH2:1][O:2][CH3:3]. Procedure details: MOMCl (2.0 mL, 26.7 mmol) was added dropwise to a 0° C. solution of 2a (3 g, 8.9 mmol) and iPr2EtN (4.6 mL, 26.7 mmol) in dry CH2Cl2 (35 mL). The resulting mixture was allowed to warm to room temperature and stirred overnight. The reaction was quenched with 5% aq. NaHCO3 solution and the product was extracted with CH2Cl2. The combined organic phases were washed with brine, dried over MgSO4 and concentrated under reduced pressure to give 3.0 g (88% yield) of the crude product 3a as an orange oil.... The reactants are ClCCl, ClC(Cl)Cl, O=C(OO)c1cccc(Cl)c1, CCCSc1ccc([N+](=O)[O-])c(N)c1, O=C(O)C(F)(F)F. Product: CCCS(=O)c1ccc([N+](=O)[O-])c(N)c1. RXN SMILES: [CH2:37]([Cl:38])[Cl:39].[CH:33]([Cl:34])([Cl:35])[Cl:36].[Cl:22][c:23]1[cH:24][cH:25][cH:26][c:27]([C:28]([O:29][OH:30])=[O:31])[cH:32]1.[N+:1](=[O:2])([O-:3])[c:4]1[c:5]([NH2:6])[cH:7][c:8]([S:11][CH2:12][CH2:13][CH3:14])[cH:9][cH:10]1.[OH:15][C:16]([C:17]([F:18])([F:19])[F:20])=[O:21]>>[N+:1](=[O:2])([O-:3])[c:4]1[c:5]([NH2:6])[cH:7][c:8]([S:11]([CH2:12][CH2:13][CH3:14])=[O:15])[cH:9][cH:10]1. Reactants: CC=1C=C(SC1C=1SC(=CC1)C=1SC(=CC1)C=1SC=CC1C)C=O (4,3′″-dimethyl(5,2′:5′,2″:5″,2′″-quaterthiophene)-2-carbaldehyde), [BH4-].[Na+] (sodium borohydride). The solvent is C(C)O (ethanol). Reaction conditions: time 30 minute. Product: CC=1C=C(SC1C=1SC(=CC1)C=1SC(=CC1)C=1SC=CC1C)CO ([4,3′″-dimethyl(5,2′:5′,2″:5″,2′″-quaterthiophene)-2-yl]methanol). The yield is 97.1%. RXN SMILES: [CH3:1][C:2]1[CH:3]=[C:4]([CH:23]=[O:24])[S:5][C:6]=1[C:7]1[S:8][C:9]([C:12]2[S:13][C:14]([C:17]3[S:18][CH:19]=[CH:20][C:21]=3[CH3:22])=[CH:15][CH:16]=2)=[CH:10][CH:11]=1.[BH4-].[Na+]>C(O)C>[CH3:1][C:2]1[CH:3]=[C:4]([CH2:23][OH:24])[S:5][C:6]=1[C:7]1[S:8][C:9]([C:12]2[S:13][C:14]([C:17]3[S:18][CH:19]=[CH:20][C:21]=3[CH3:22])=[CH:15][CH:16]=2)=[CH:10][CH:11]=1 |f:1.2|. Procedure: To a suspension of 4MT-CHO (1.35 g, 3.5 mmol) in 30 mL dry ethanol was added 265 mg (7 mmol) sodium borohydride in small portions. The reaction mixture quickly changed color from orange to yellow and the stirring was continued for 30 min. Removal of the solvent under reduced pressure followed by purification with flash silica gel column chromatography using chloroform as eluent yielded yellow crystals (1.32 g, 97.2%). Starting materials: NC(=S)C1CCN(CC1)C(=O)OC(C)(C)C (tert-butyl 4-(aminocarbonothioyl)piperidine-1-carboxylate), BrCC(=O)C1=CC=CC=C1 (2-bromoacetophenone), C([O-])([O-])=O.[K+].[K+] (potassium carbonate), CN(C=O)C (N,N-dimethylformamide). Solvent: O (water). Conditions: temperature 110 celsius, time 1.5 hour. Yields the product C1(=CC=CC=C1)C=1N=C(SC1)C1CCN(CC1)C(=O)OC(C)(C)C (tert-Butyl 4-(4-phenyl-1,3-thiazol-2-yl)piperidine-1-carboxylate). Isolated yield 55.3%. RXN SMILES: [NH2:1][C:2]([CH:4]1[CH2:9][CH2:8][N:7]([C:10]([O:12][C:13]([CH3:16])([CH3:15])[CH3:14])=[O:11])[CH2:6][CH2:5]1)=[S:3].Br[CH2:18][C:19]([C:21]1[CH:26]=[CH:25][CH:24]=[CH:23][CH:22]=1)=O.C(=O)([O-])[O-].[K+].[K+].CN(C)C=O>O>[C:21]1([C:19]2[N:1]=[C:2]([CH:4]3[CH2:9][CH2:8][N:7]([C:10]([O:12][C:13]([CH3:16])([CH3:15])[CH3:14])=[O:11])[CH2:6][CH2:5]3)[S:3][CH:18]=2)[CH:26]=[CH:25][CH:24]=[CH:23][CH:22]=1 |f:2.3.4|. Procedure details: A mixture of tert-butyl 4-(aminocarbonothioyl)piperidine-1-carboxylate (1.00 g, 7.24 mmol), 2-bromoacetophenone (1.58 g, 7.96 mmol), potassium carbonate (1.00 g, 7.24 mmol) and N,N-dimethylformamide (30 ml) was stirred at 110° C. for 1.5 hours. The reaction mixture was poured into water and the mixture was extracted with ethyl acetate. The extract was washed with water and dried over anhydrous magnesium sulfate and the solvent was distilled off under reduced pressure. The residue was purified by... Reactants: [BH3-]C#N, CC(=O)O, CO, CC(O)CN, O=C1CCCCC1. Product: CC(O)CNC1CCCCC1. As a reaction SMILES: [C:17]([BH3-:18])#[N:19].[CH3:13][C:14](=[O:15])[OH:16].[CH3:20][OH:21].[NH2:8][CH2:9][CH:10]([CH3:11])[OH:12].[O:1]=[C:2]1[CH2:3][CH2:4][CH2:5][CH2:6][CH2:7]1>>[CH:2]1([NH:8][CH2:9][CH:10]([CH3:11])[OH:12])[CH2:3][CH2:4][CH2:5][CH2:6][CH2:7]1. Starting materials: BrC=1C=C2CCCC(C2=CC1)=O (6-bromo-1,2,3,4-tetrahydronaphthalen-1-one), [Si](C)(C)(C)C#N (TMSCN), [H-].[H-].[H-].[H-].[Li+].[Al+3] (LAH). The reagents and catalysts are [Zn+2].[I-].[I-] (ZnI2). Solvent: C1(=CC=CC=C1)C (toluene). Reaction conditions: temperature 60 celsius, time 2 hour. The product is NCC1(CCCC2=CC(=CC=C12)Br)O (1-(aminomethyl)-6-bromo-1,2,3,4-tetrahydronaphthalen-1-ol). The yield is 79.9%. Reaction SMILES: [Br:1][C:2]1[CH:3]=[C:4]2[C:9](=[CH:10][CH:11]=1)[C:8](=[O:12])[CH2:7][CH2:6][CH2:5]2.[Si]([C:17]#[N:18])(C)(C)C.[H-].[H-].[H-].[H-].[Li+].[Al+3]>C1(C)C=CC=CC=1.[Zn+2].[I-].[I-]>[NH2:18][CH2:17][C:8]1([OH:12])[C:9]2[C:4](=[CH:3][C:2]([Br:1])=[CH:11][CH:10]=2)[CH2:5][CH2:6][CH2:7]1 |f:2.3.4.5.6.7,9.10.11|. Procedure details: To a solution of 6-bromo-1,2,3,4-tetrahydronaphthalen-1-one (5.00 g, 22.0 mmol) and ZnI2 (300 mg) in toluene (50 mL) was added TMSCN (4.36 g, 44.0 mmol) at rt. The mixture was heated at 60° C. overnight. The reaction mixture was cooled to rt, and a solution of LAH (20.0 mL, 2.4 M in THF, 44.0 mmol) was added slowly. The reaction stirred at 40° C. for 2 h. The reaction was cooled to 0° C. was quenched with addition of EtOAc (10 mL) at 0 OC, and then water (5 mL) and aqueous 10% NaOH (5 mL). The m... Procedure: Intermediate 69 was prepared in a manner analogous to Intermediate 1, substituting 2-bromopyrimidine for 2-bromo-fluoropyridine. MS (ESI): mass calculated for C11H8N4, 196.07; m/z found 197.1 [M+H]+. RXN SMILES: F[C:2]1[CH:3]=[CH:4][C:5]([N:8]2[C:16]3[CH:15]=CN=[CH:12][C:11]=3[N:10]=[CH:9]2)=[N:6][CH:7]=1.Br[C:18]1C(F)=CC=C[N:19]=1>>[N:6]1[CH:7]=[CH:2][CH:3]=[CH:4][C:5]=1[N:8]1[C:16]2[CH:15]=[N:19][CH:18]=[CH:12][C:11]=2[N:10]=[CH:9]1. Yields the product N1=C(C=CC=C1)N1C=NC2=C1C=NC=C2 (3-(Pyridin-2-yl)-3H-imidazo[4,5-c]pyridine). Reactants: FC=1C=CC(=NC1)N1C=NC=2C=NC=CC21 (1-(5-Fluoropyridin-2-yl)-1H-imidazo[4,5-c]pyridine), BrC1=NC=CC=C1F (2-bromo-fluoropyridine). The product is COCC(CC(=O)OC)=O (methyl 4-methoxy-acetoacetate). Run in C(C)(=O)O (acetic acid), C(C)#N (acetonitrile). Procedure details: 113.4 g (2.1 mmol) of sodium methylate are suspended in 150 ml of acetonitrile. 150.5 g (1 mol) of methyl 4-chloroacetoacetate are thereupon allowed to flow in within 5 minutes. The temperature rises, but it is held at 68°-70° C. by cooling. The mixture is subsequently stirred at 70° C. for a further 25 minutes. The reaction mixture is poured into a solution of 350 ml of distilled water and 9 g of acetic acid and held at a pH value of 6-7 by the addition of a total of 83 ml of 32% hydrochloric a... Yield: 43122.0%. Reactants: C[O-].[Na+] (sodium methylate), O (water), Cl (hydrochloric acid), ClCC(CC(=O)OC)=O (methyl 4-chloroacetoacetate). Reaction conditions: temperature 70 celsius, time 25 minute. RXN SMILES: [CH3:1][O-:2].[Na+].Cl[CH2:5][C:6](=[O:12])[CH2:7][C:8]([O:10][CH3:11])=[O:9].O.Cl>C(#N)C.C(O)(=O)C>[CH3:1][O:2][CH2:5][C:6](=[O:12])[CH2:7][C:8]([O:10][CH3:11])=[O:9] |f:0.1|.